Dataset: the Open Reaction Database (ORD), a public repository of structured organic reaction records. Task: describe an organic reaction: reactants, conditions, products, and yield The reactants are NC1=C2C(=NC=N1)N(N=C2I)C(C)C=2OC(C1=CC=CC=C1C2C2=CC(=CC=C2)C2OC(C(O2)(C)C)(C)C)=O (3-(1-(4-amino-3-iodo-1H-pyrazolo[3,4-d]pyrimidin-1-yl)ethyl)-4-(3-(4,4,5,5-tetramethyl-1,3-dioxolan-2-yl)phenyl)-1H-isochromen-1-one), NC1=C2C(=NC=N1)N(N=C2I)C(C)C=2OC(C1=CC=CC=C1C2C2=CC(=CC=C2)C2OC(C(O2)(C)C)(C)C)=O (3-(1-(4-amino-3-iodo-1H-pyrazolo[3,4-d]pyrimidin-1-yl)ethyl)-4-(3-(4,4,5,5-tetramethyl-1,3-dioxolan-2-yl)phenyl)-1H-isochromen-1-one), FC=1C=C(C=C(C1)O)B(O)O ((3-fluoro-5-hydroxyphenyl)boronic acid), C(=O)([O-])[O-].[K+].[K+] (K2CO3). Reagents/catalysts: C1=CC=C(C=C1)P([C-]2C=CC=C2)C3=CC=CC=C3.C1=CC=C(C=C1)P([C-]2C=CC=C2)C3=CC=CC=C3.Cl[Pd]Cl.[Fe+2] (PdCl2(dppf)). Solvent: C(Cl)Cl (DCM), O1CCOCC1 (dioxane). Product: NC1=C2C(=NC=N1)N(N=C2C2=CC(=CC(=C2)O)F)C(C)C=2OC(C1=CC=CC=C1C2C2=CC(=CC=C2)C2OC(C(O2)(C)C)(C)C)=O (3-(1-(4-amino-3-(3-fluoro-5-hydroxyphenyl)-1H-pyrazolo[3,4-d]pyrimidin-1-yl)ethyl)-4-(3-(4,4,5,5-tetramethyl-1,3-dioxolan-2-yl)phenyl)-1H-isochromen-1-one). Yield: 73.7%. Reaction SMILES: [NH2:1][C:2]1[N:7]=[CH:6][N:5]=[C:4]2[N:8]([CH:12]([C:14]3[O:15][C:16](=[O:39])[C:17]4[C:22]([C:23]=3[C:24]3[CH:29]=[CH:28][CH:27]=[C:26]([CH:30]5[O:34][C:33]([CH3:36])([CH3:35])[C:32]([CH3:38])([CH3:37])[O:31]5)[CH:25]=3)=[CH:21][CH:20]=[CH:19][CH:18]=4)[CH3:13])[N:9]=[C:10](I)[C:3]=12.[F:40][C:41]1[CH:42]=[C:43](B(O)O)[CH:44]=[C:45]([OH:47])[CH:46]=1.C([O-])([O-])=O.[K+].[K+]>O1CCOCC1.C(Cl)Cl.C1C=CC(P(C2C=CC=CC=2)[C-]2C=CC=C2)=CC=1.C1C=CC(P(C2C=CC=CC=2)[C-]2C=CC=C2)=CC=1.Cl[Pd]Cl.[Fe+2]>[NH2:1][C:2]1[N:7]=[CH:6][N:5]=[C:4]2[N:8]([CH:12]([C:14]3[O:15][C:16](=[O:39])[C:17]4[C:22]([C:23]=3[C:24]3[CH:29]=[CH:28][CH:27]=[C:26]([CH:30]5[O:34][C:33]([CH3:36])([CH3:35])[C:32]([CH3:38])([CH3:37])[O:31]5)[CH:25]=3)=[CH:21][CH:20]=[CH:19][CH:18]=4)[CH3:13])[N:9]=[C:10]([C:43]3[CH:44]=[C:45]([OH:47])[CH:46]=[C:41]([F:40])[CH:42]=3)[C:3]=12 |f:2.3.4,7.8.9.10|. Procedure details: 3-(1-(4-amino-3-iodo-1H-pyrazolo[3,4-d]pyrimidin-1-yl)ethyl)-4-(3-(4,4,5,5-tetramethyl-1,3-dioxolan-2-yl)phenyl)-1H-isochromen-1-one (Intermediate D8, 1.14 g, 1.788 mmol), (3-fluoro-5-hydroxyphenyl)boronic acid (0.558 g, 3.58 mmol), K2CO3 (0.494 g, 3.58 mmol) and PdCl2(dppf) (0.196 g, 0.268 mmol) were reacted in dioxane (30 ml) overnight at 120° C. The reaction was diluted with DCM (100 ml), filtered to remove solids, and the filtrate evaporated under reduced pressure. The crude was purified via... Reactants: BrC1=C(C=CC=C1)CC(=O)O (2-bromophenylacetic acid), IC1=C(N)C=CC=C1 (2-iodoaniline). Yields the product IC1=C(C=CC=C1)NC1=C(C=CC=C1)CC(=O)O (2-[(2-iodophenyl)amino]phenylacetic acid). As a reaction SMILES: Br[C:2]1[CH:7]=[CH:6][CH:5]=[CH:4][C:3]=1[CH2:8][C:9]([OH:11])=[O:10].[I:12][C:13]1[CH:19]=[CH:18][CH:17]=[CH:16][C:14]=1[NH2:15]>>[I:12][C:13]1[CH:19]=[CH:18][CH:17]=[CH:16][C:14]=1[NH:15][C:2]1[CH:7]=[CH:6][CH:5]=[CH:4][C:3]=1[CH2:8][C:9]([OH:11])=[O:10]. Procedure: In the manner described in example 3, 2-bromophenylacetic acid is condensed with 2-iodoaniline to yield 2-[(2-iodophenyl)amino]phenylacetic acid. The reactants are CCOC(C)=O, COCCN1CCN(c2ccc([N+](=O)[O-])cc2F)CC1=O, CN(C)C=O. Yields the product COCCN1CCN(c2ccc(N)cc2F)CC1=O. Reaction SMILES: [CH3:22][CH2:23][O:24][C:25](=[O:26])[CH3:27].[F:1][c:2]1[cH:3][c:4]([N+:19]([O-:20])=[O:21])[cH:5][cH:6][c:7]1[N:8]1[CH2:9][C:10](=[O:18])[N:11]([CH2:14][CH2:15][O:16][CH3:17])[CH2:12][CH2:13]1.[O:28]=[CH:29][N:30]([CH3:31])[CH3:32]>>[F:1][c:2]1[cH:3][c:4]([NH2:19])[cH:5][cH:6][c:7]1[N:8]1[CH2:9][C:10](=[O:18])[N:11]([CH2:14][CH2:15][O:16][CH3:17])[CH2:12][CH2:13]1. Reactants: CCN(C(C)C)C(C)C, O=C=Nc1ccc(Cl)c(Cl)c1, Cl, NCc1cccc2c1C(=O)N(C1CCC(=O)NC1=O)C2=O, c1ccncc1. The product is O=C1CCC(N2C(=O)c3cccc(CNC(=O)Nc4ccc(Cl)c(Cl)c4)c3C2=O)C(=O)N1. Reaction SMILES: [CH:34]([N:35]([CH:36]([CH3:37])[CH3:38])[CH2:39][CH3:40])([CH3:41])[CH3:42].[Cl:23][c:24]1[cH:25][c:26]([N:31]=[C:32]=[O:33])[cH:27][cH:28][c:29]1[Cl:30].[ClH:1].[NH2:2][CH2:3][c:4]1[c:5]2[c:9]([cH:10][cH:11][cH:12]1)[C:8](=[O:13])[N:7]([CH:14]1[C:15](=[O:21])[NH:16][C:17](=[O:20])[CH2:18][CH2:19]1)[C:6]2=[O:22].[cH:43]1[cH:44][cH:45][n:46][cH:47][cH:48]1>>[NH:2]([CH2:3][c:4]1[c:5]2[c:9]([cH:10][cH:11][cH:12]1)[C:8](=[O:13])[N:7]([CH:14]1[C:15](=[O:21])[NH:16][C:17](=[O:20])[CH2:18][CH2:19]1)[C:6]2=[O:22])[C:32]([NH:31][c:26]1[cH:25][c:24]([Cl:23])[c:29]([Cl:30])[cH:28][cH:27]1)=[O:33]. The reactants are 2(3)-chloro-3(2)-hydrazinoquinoxaline, ClC1=NC2=CC=C(C=C2N=C1Cl)C(F)(F)F (2,3-dichloro-6-trifluoromethylquinoxaline), O.NN (hydrazine hydrate). The solvent is ClCCl (dichloromethane). Yields the product ClC1=NC2=CC=C(C=C2N=C1NN)C(F)(F)F (2-Chloro-3-hydrazino-6-trifluoromethylquinoxaline), ClC=1C(=NC2=CC=C(C=C2N1)C(F)(F)F)NN (3-chloro-2-hydrazino-6-trifluoromethylquinoxaline). RXN SMILES: [Cl:1][C:2]1[C:11]([Cl:12])=[N:10][C:9]2[C:4](=[CH:5][CH:6]=[C:7]([C:13]([F:16])([F:15])[F:14])[CH:8]=2)[N:3]=1.O.[NH2:18][NH2:19]>ClCCl>[Cl:1][C:2]1[C:11]([NH:18][NH2:19])=[N:10][C:9]2[C:4](=[CH:5][CH:6]=[C:7]([C:13]([F:16])([F:15])[F:14])[CH:8]=2)[N:3]=1.[Cl:12][C:11]1[C:2]([NH:18][NH2:19])=[N:3][C:4]2[C:9]([N:10]=1)=[CH:8][C:7]([C:13]([F:16])([F:15])[F:14])=[CH:6][CH:5]=2 |f:1.2|. Procedure: The following two examples were prepared in an analogous manner from the appropriate 2(3)-chloro-3(2)-hydrazinoquinoxaline. The 2-Chloro-3-hydrazino-6-trifluoromethylquinoxaline and 3-chloro-2-hydrazino-6-trifluoromethylquinoxaline isomers were prepared from 2,3-dichloro-6-trifluoromethylquinoxaline by treatment with hydrazine hydrate in dichloromethane, and separated by column chromatography (silica gel) with toluenemethyl acetate (3:1).